This data is from the Open Reaction Database (ORD), a public repository of structured organic reaction records. The task is: describe an organic reaction: reactants, conditions, products, and yield The reactants are C(C)OC(=O)C=1C=NN2C1N=CC(=C2NC2=C(C=CC(=C2)C)F)C(=O)O (3-Ethoxycarbonyl-7-(2-fluoro-5-methylphenylamino)pyrazolo[1,5-a]pyrimidine-6-carboxylic acid), Cl.FC1=C(C=CC(=C1)F)C1CCNCC1 (4-(2,4-difluorophenyl)piperidine hydrochloride). Yields the product FC1=C(C=CC(=C1)F)C1CCN(CC1)C(=O)C=1C=NC=2N(C1NC1=C(C=CC(=C1)C)F)N=CC2C(=O)OCC (6-[4-(2,4-Difluorophenyl)piperidine-1-carbonyl]-3-ethoxycarbonyl-7-(2-fluoro-5-methylphenylamino)pyrazolo[1,5-a]pyrimidine). The yield is 47.3%. As a reaction SMILES: [CH2:1]([O:3][C:4]([C:6]1[CH:7]=[N:8][N:9]2[C:14]([NH:15][C:16]3[CH:21]=[C:20]([CH3:22])[CH:19]=[CH:18][C:17]=3[F:23])=[C:13]([C:24](O)=[O:25])[CH:12]=[N:11][C:10]=12)=[O:5])[CH3:2].Cl.[F:28][C:29]1[CH:34]=[C:33]([F:35])[CH:32]=[CH:31][C:30]=1[CH:36]1[CH2:41][CH2:40][NH:39][CH2:38][CH2:37]1>>[F:28][C:29]1[CH:34]=[C:33]([F:35])[CH:32]=[CH:31][C:30]=1[CH:36]1[CH2:37][CH2:38][N:39]([C:24]([C:13]2[CH:12]=[N:11][C:10]3[N:9]([N:8]=[CH:7][C:6]=3[C:4]([O:3][CH2:1][CH3:2])=[O:5])[C:14]=2[NH:15][C:16]2[CH:21]=[C:20]([CH3:22])[CH:19]=[CH:18][C:17]=2[F:23])=[O:25])[CH2:40][CH2:41]1 |f:1.2|. Reported procedure: In the same manner as in Example 21, step 5 and using 3-ethoxycarbonyl-7-(2-fluoro-5-methylphenylamino)pyrazolo[1,5-a]pyrimidine-6-carboxylic acid (160 mg, 0.46 mmol) obtained in Example 90, step 2 and 4-(2,4-difluorophenyl)piperidine hydrochloride (WO2007/018998, 160 mg, 0.69 mmol), the title compound (117 mg, 47%) was obtained. Reactants: CN1C2=CC=CC=C2C=2CC(CCC12)OS(=O)(=O)C1=CC=C(C)C=C1 (9-methyl-3-tosyloxy-1,2,3,4-tetrahydrocarbazole), CNC (dimetylamine), hydrochloride salt. Product: CN(C1CCC=2N(C3=CC=CC=C3C2C1)C)C (3-(Dimethylamino)-9-methyl-1,2,3,4-tetrahydrocarbazole). As a reaction SMILES: [CH3:1][N:2]1[C:14]2[CH2:13][CH2:12][CH:11](OS(C3C=CC(C)=CC=3)(=O)=O)[CH2:10][C:9]=2[C:8]2[C:3]1=[CH:4][CH:5]=[CH:6][CH:7]=2.[CH3:26][NH:27][CH3:28]>>[CH3:26][N:27]([CH3:28])[CH:11]1[CH2:10][C:9]2[C:8]3[C:3](=[CH:4][CH:5]=[CH:6][CH:7]=3)[N:2]([CH3:1])[C:14]=2[CH2:13][CH2:12]1. Reported procedure: Following the procedure described in Example 18 and using 36.2 g. of 9-methyl-3-tosyloxy-1,2,3,4-tetrahydrocarbazole and 250 ml. of dimetylamine there was otained 9.5 g. of 3-(dimethylamino)-9-methyl-1,2,3,4-tetraydrocarbazole in the form of its hydrochloride salt and which melted at >300°C. Starting materials: FC1=C(C(=O)OC)C=C(C(=N1)F)[Si](C)(C)C (Methyl 2,6-difluoro-5-(trimethylsilyl)nicotinate), BrC1=CC(=C(C=C1)O)I (4-bromo-2-iodophenol), C([O-])([O-])=O.[K+].[K+] (potassium carbonate). The reagents and catalysts are FC(S(=O)(=O)[O-])(F)F.[Ag+] (silver trifluoromethanesulfonate). Solvent: C1CCOC1 (THF). Reaction conditions: temperature 60 celsius. The product is BrC1=CC(=C(OC2=C(C(=O)OC)C=C(C(=N2)F)[Si](C)(C)C)C=C1)I (methyl 2-(4-bromo-2-iodophenoxy)-6-fluoro-5-(trimethylsilyl)nicotinate). RXN SMILES: F[C:2]1[N:11]=[C:10]([F:12])[C:9]([Si:13]([CH3:16])([CH3:15])[CH3:14])=[CH:8][C:3]=1[C:4]([O:6][CH3:7])=[O:5].[Br:17][C:18]1[CH:23]=[CH:22][C:21]([OH:24])=[C:20]([I:25])[CH:19]=1.C(=O)([O-])[O-].[K+].[K+]>C1COCC1.FC(F)(F)S([O-])(=O)=O.[Ag+]>[Br:17][C:18]1[CH:23]=[CH:22][C:21]([O:24][C:2]2[N:11]=[C:10]([F:12])[C:9]([Si:13]([CH3:16])([CH3:15])[CH3:14])=[CH:8][C:3]=2[C:4]([O:6][CH3:7])=[O:5])=[C:20]([I:25])[CH:19]=1 |f:2.3.4,6.7|. Reported procedure: Methyl 2,6-difluoro-5-(trimethylsilyl)nicotinate (1.19 g, 4.85 mmol), 4-bromo-2-iodophenol (1.450 g, 4.85 mmol), and silver trifluoromethanesulfonate (1.496 g, 5.82 mmol) were dissolved in dry THF (40 mL) and treated with potassium carbonate (1.006 g, 7.28 mmol). The mixture was heated to 60° C. for 10 hours before being cooled to rt and filtered through a pad of celite. Water (100 mL) and diethyl ether (100 mL) were added to the filtrate and the phases were separated. The organics were dried wi...